This data is from the Open Reaction Database (ORD), a public repository of structured organic reaction records. The task is: describe an organic reaction: reactants, conditions, products, and yield The reactants are FC(C)(F)C1=C(C=CC=C1)Br (2-(1,1-Difluoroethyl)-1-bromobenzene), N1CCNCC1 (piperazine), 1A. Product: FC(C)(F)C1=C(C=CC=C1)N1CCNCC1 (1-[2-(1,1-Difluoro-ethyl)-phenyl]-piperazine). As a reaction SMILES: [F:1][C:2]([C:5]1[CH:10]=[CH:9][CH:8]=[CH:7][C:6]=1Br)([F:4])[CH3:3].[NH:12]1[CH2:17][CH2:16][NH:15][CH2:14][CH2:13]1>>[F:1][C:2]([C:5]1[CH:10]=[CH:9][CH:8]=[CH:7][C:6]=1[N:12]1[CH2:17][CH2:16][NH:15][CH2:14][CH2:13]1)([F:4])[CH3:3]. Reported procedure: A solution of diethylaminosulfur trifluoride (560 mg, 3.47 mmol, 3 eq) and 2-bromoacetophenone (230 mg, 1.16 mmol, 1.0 eq) was heated to 40° C. for about 72 hours. The solution was diluted with CH2Cl2 and washed with saturated sodium bicarbonate, water, brine, dried over Na2SO4, filtered, and concentrated. Purification by flash chromatography (35 g SiO2, linear gradient 0-10% ethyl acetate/Hexanes, 30 mL/minute, over 30 minutes) afforded about 125 mg (0.57 mmol, 49%) of 2-(1,1-difluoroethyl)-1-b... The reactants are BrC=1C=C2C(=C(C(NC2=CC1)=O)C1=CC=CC=C1)O (6-Bromo-4-hydroxy-3-phenylquinolin-2(1H)-one), BrC=1C=C2C(=C(C(NC2=CC1)=O)C1=CC=CC=C1)O (6-Bromo-4-hydroxy-3-phenylquinolin-2(1H)-one), O([Na])C (NaOCH3). Run in CO (methanol). Product: BrC=1C=C2C=C(C(=NC2=CC1)OC)C1=CC=CC=C1 (6-Bromo-2-methoxy-3-phenylquinoline). RXN SMILES: [Br:1][C:2]1[CH:3]=[C:4]2[C:9](=[CH:10][CH:11]=1)[NH:8][C:7](=[O:12])[C:6]([C:13]1[CH:18]=[CH:17][CH:16]=[CH:15][CH:14]=1)=[C:5]2O.O([CH3:22])[Na]>CO>[Br:1][C:2]1[CH:3]=[C:4]2[C:9](=[CH:10][CH:11]=1)[N:8]=[C:7]([O:12][CH3:22])[C:6]([C:13]1[CH:18]=[CH:17][CH:16]=[CH:15][CH:14]=1)=[CH:5]2. Procedure: In a 100-mL round-bottom flask was placed a mixture of 6-bromo-2-chloro-3-phenylquinoline (550 mg, 1.73 mmol, Intermediate 4, step b) and NaOCH3 (931 mg, 17.2 mmol) in methanol (50 mL). The resulting mixture was refluxed for 5 hours and concentrated under vacuum. The residue was purified by chromatography (silica gel column, 1:5 EtOAc/petroleum ether) to provide the title compound as a white solid. The reactants are N(=O)OCCC(C)C (isoamyl nitrite), NC1=C(OC=2C(=NC(=NC2)C)OCC(=O)OC)C=C(C(=C1)F)N1C(N(C(=CC1=O)C(F)(F)F)C)=O (5-{2-amino-4-fluoro-5-[3-methyl-2,6-dioxo-4-(trifluoromethyl)-1,2,3,6-tetrahydropyrimidin-1-yl]phenoxy}-4-(methoxycarbonyl)methoxy-2-methylpyrimidine), Cl (hydrochloric acid). The reagents and catalysts are [Cu]Cl (copper(I) chloride), [Cu](Cl)Cl (copper(II) chloride). Run in C(C)#N (acetonitrile). Run at time 1 hour. Product: ClC1=C(OC=2C(=NC(=NC2)C)OCC(=O)OC)C=C(C(=C1)F)N1C(N(C(=CC1=O)C(F)(F)F)C)=O (5-{2-chloro-4-fluoro-5-[3-methyl-2,6-dioxo-4-(trifluoromethyl)-1,2,3,6-tetrahydropyrimidin-1-yl]phenoxy}-4-(methoxycarbonyl)methoxy-2-methylpyrimidine). Reaction SMILES: N(OCCC(C)C)=O.N[C:10]1[CH:29]=[C:28]([F:30])[C:27]([N:31]2[C:36](=[O:37])[CH:35]=[C:34]([C:38]([F:41])([F:40])[F:39])[N:33]([CH3:42])[C:32]2=[O:43])=[CH:26][C:11]=1[O:12][C:13]1[C:14]([O:20][CH2:21][C:22]([O:24][CH3:25])=[O:23])=[N:15][C:16]([CH3:19])=[N:17][CH:18]=1.[ClH:44]>[Cu]Cl.[Cu](Cl)Cl.C(#N)C>[Cl:44][C:10]1[CH:29]=[C:28]([F:30])[C:27]([N:31]2[C:36](=[O:37])[CH:35]=[C:34]([C:38]([F:41])([F:40])[F:39])[N:33]([CH3:42])[C:32]2=[O:43])=[CH:26][C:11]=1[O:12][C:13]1[C:14]([O:20][CH2:21][C:22]([O:24][CH3:25])=[O:23])=[N:15][C:16]([CH3:19])=[N:17][CH:18]=1. Procedure details: 60 mg of isoamyl nitrite was added to a mixture of 0.17 g of 5-{2-amino-4-fluoro-5-[3-methyl-2,6-dioxo-4-(trifluoromethyl)-1,2,3,6-tetrahydropyrimidin-1-yl]phenoxy}-4-(methoxycarbonyl)methoxy-2-methylpyrimidine, 67 mg of copper(I) chloride, 137 mg of copper(II) chloride and 2 ml of acetonitrile dropwise at room temperature, and the mixture was stirred for 1 hour. This reaction solution was poured into 2% hydrochloric acid, and extracted with ethyl acetate. The organic layer was washed with satur... Starting materials: CCO, CCOC(=O)C=C(C)C, NCc1ccccc1. Product: CCOC(=O)CC(C)(C)NCc1ccccc1. As a reaction SMILES: [CH3:18][CH2:19][OH:20].[CH3:1][C:2](=[CH:3][C:4](=[O:5])[O:6][CH2:7][CH3:8])[CH3:9].[NH2:10][CH2:11][c:12]1[cH:13][cH:14][cH:15][cH:16][cH:17]1>>[CH3:1][C:2]([CH2:3][C:4](=[O:5])[O:6][CH2:7][CH3:8])([CH3:9])[NH:10][CH2:11][c:12]1[cH:13][cH:14][cH:15][cH:16][cH:17]1. The reactants are C1(CCCC1)OC=1C=C(N)C=CC1OC (3-cyclopentyloxy-4-methoxyaniline), C(C1=CC=CC=C1)N1C(CC(CC1)=O)=O (1-benzyl-2,4-dioxopiperidine). Run in C1=CC=CC=C1 (benzene). Reaction conditions: time 20 hour. Yields the product C(C1=CC=CC=C1)N1C(C=C(CC1)NC1=CC(=C(C=C1)OC)OC1CCCC1)=O (1-benzyl-4-(3-cyclopentyloxy-4-methoxyanilino)-1,2,5,6-tetrahydropyridin-2-one). Isolated yield 80.3%. RXN SMILES: [CH:1]1([O:6][C:7]2[CH:8]=[C:9]([CH:11]=[CH:12][C:13]=2[O:14][CH3:15])[NH2:10])[CH2:5][CH2:4][CH2:3][CH2:2]1.[CH2:16]([N:23]1[CH2:28][CH2:27][C:26](=O)[CH2:25][C:24]1=[O:30])[C:17]1[CH:22]=[CH:21][CH:20]=[CH:19][CH:18]=1>C1C=CC=CC=1>[CH2:16]([N:23]1[CH2:28][CH2:27][C:26]([NH:10][C:9]2[CH:11]=[CH:12][C:13]([O:14][CH3:15])=[C:7]([O:6][CH:1]3[CH2:2][CH2:3][CH2:4][CH2:5]3)[CH:8]=2)=[CH:25][C:24]1=[O:30])[C:17]1[CH:22]=[CH:21][CH:20]=[CH:19][CH:18]=1. Reported procedure: 0.50 g (2.41 mmole) of 3-cyclopentyloxy-4-methoxyaniline produced in Example 1(2) and 0.49 g (2.41 mmole) of 1-benzyl-2,4-dioxopiperidine were dissolved in 20 ml of benzene and the mixture was stirred at room temperature for 20 hours. After the reaction, the precipitated crystal was collected by filtration and washed with benzene, then was dried in vacuo to obtain the title compound 0.76 g (yield 80.6%) as a light pink solid. Procedure: 1-Chloroethyl chloroformate (107 μL, 1.0 mmol) was added to a solution of (E)-1-benzhydryl-3-(2-methylbut-2-enyloxy)azetidine (290 mg, 0.941 mmol) in dichloromethane (10 mL) at 0° C. The reaction mixture was stirred for 2 hours. Ethanol (10 mL) was then added and the reaction mixture was stirred for an additional 2 hours at 0° C. and 16 hours at room temperature. After concentration to dryness, the crude mixture was triturated in pentane (5 mL) and petroleum ether (5 mL) to afford a colorless oi... Reaction SMILES: [Cl:1]C(OC(Cl)C)=O.C([N:21]1[CH2:24][CH:23]([O:25][CH2:26]/[C:27](/[CH3:30])=[CH:28]/[CH3:29])[CH2:22]1)(C1C=CC=CC=1)C1C=CC=CC=1.C(O)C>ClCCl>[ClH:1].[CH3:30]/[C:27](=[CH:28]\[CH3:29])/[CH2:26][O:25][CH:23]1[CH2:24][NH:21][CH2:22]1 |f:4.5|. Run at time 2 hour. The product is Cl.C/C(/COC1CNC1)=C\C ((E)-3-(2-Methylbut-2-enyloxy)azetidine hydrochloride). The solvent is ClCCl (dichloromethane). Starting materials: ClC(=O)OC(C)Cl (1-Chloroethyl chloroformate), C(C1=CC=CC=C1)(C1=CC=CC=C1)N1CC(C1)OC\C(=C\C)\C ((E)-1-benzhydryl-3-(2-methylbut-2-enyloxy)azetidine), C(C)O (Ethanol). Reactants: NC1=C(CNCCC(=O)N(C2=CC=CC=C2)C)C=C(C=C1)OC1=CC=CC=C1 (3-(2-amino-5-phenoxy-benzylamino)-N-methyl-N-phenyl-propionamide), N#CBr (cyanogen bromide). The solvent is C(C)O (ethanol). Reaction conditions: time 3 hour. Yields the product NC1=NC2=CC=C(C=C2CN1CCC(=O)N(C)C1CCCCC1)OC1=CC=CC=C1 (3-(2-amino-6-phenoxy-4H-quinazolin-3-yl)-N-cyclohexyl-N-methyl-propionamide). As a reaction SMILES: [NH2:1][C:2]1[CH:21]=[CH:20][C:19]([O:22][C:23]2[CH:28]=[CH:27][CH:26]=[CH:25][CH:24]=2)=[CH:18][C:3]=1[CH2:4][NH:5][CH2:6][CH2:7][C:8]([N:10]([CH3:17])[C:11]1[CH:16]=[CH:15][CH:14]=[CH:13][CH:12]=1)=[O:9].[N:29]#[C:30]Br>C(O)C>[NH2:29][C:30]1[N:5]([CH2:6][CH2:7][C:8]([N:10]([CH:11]2[CH2:16][CH2:15][CH2:14][CH2:13][CH2:12]2)[CH3:17])=[O:9])[CH2:4][C:3]2[C:2](=[CH:21][CH:20]=[C:19]([O:22][C:23]3[CH:24]=[CH:25][CH:26]=[CH:27][CH:28]=3)[CH:18]=2)[N:1]=1. Reported procedure: A solution of 3-(2-amino-5-phenoxy-benzylamino)-N-methyl-N-phenyl-propionamide (diamine) (1.4 g, 0.0037 mol) and cyanogen bromide (0.58 g, 0.0055 mol) in 70 mL of ethanol was refluxed for 3 h. The solvent was evaporated to yield a residue, which was crystallized from EtOAc (100 mL). The resulting precipitate was dissolved in ethanol and stirred for 3 h. The resulting precipitate was collected by filtration, washed with ethanol, and dried to yield the title product, pure 3-(2-amino-6-phenoxy-4H-q...